From a dataset of the Open Reaction Database (ORD), a public repository of structured organic reaction records. describe an organic reaction: reactants, conditions, products, and yield Reactants: CC1=CC(=NN1)OC1=C(C=C(C=C1)[N+](=O)[O-])C(F)(F)F (5-methyl-3-(4-nitro-2-trifluoromethylphenyloxy)pyrazole), [H][H] (hydrogen), [H][H] (hydrogen). The reagents and catalysts are [C].[Pd] (palladium carbon). Run in C(C)O (ethanol). Conditions: time 4 hour. The product is NC1=CC(=C(C=C1)OC1=NNC(=C1)C)C(F)(F)F (3-(4-amino-2-trifluoromethylphenyloxy)-5-methylpyrazole). Isolated yield 75.7%. RXN SMILES: [CH3:1][C:2]1[NH:6][N:5]=[C:4]([O:7][C:8]2[CH:13]=[CH:12][C:11]([N+:14]([O-])=O)=[CH:10][C:9]=2[C:17]([F:20])([F:19])[F:18])[CH:3]=1.[H][H]>C(O)C.[C].[Pd]>[NH2:14][C:11]1[CH:12]=[CH:13][C:8]([O:7][C:4]2[CH:3]=[C:2]([CH3:1])[NH:6][N:5]=2)=[C:9]([C:17]([F:20])([F:19])[F:18])[CH:10]=1 |f:3.4|. Procedure: A solution of 5-methyl-3-(4-nitro-2-trifluoromethylphenyloxy)pyrazole (5.3 g, 18.5 mmol) in ethanol (200 ml) was placed in an autoclave, and 10% palladium carbon (2.0 g) was added. An atmosphere in the autoclave was fully replaced with hydrogen gas, and hydrogen gas was filled up to 5 kg/cm2. Then, the reaction solution was stirred at room temperature for 4 hours. After completion of the reaction, the catalyst was separated by filtration using Celite, and the solvent was distilled off from the f... Starting materials: ClC1=CC=C(C=C1)CCCC(=O)N (4-(p-chlorophenyl)butanamide), [OH-].[Na+] (NaOH), [H-].[Al+3].[Li+].[H-].[H-].[H-] (lithium aluminum hydride), O (water), O (water). The solvent is C1CCOC1 (THF), C(C)OCC (diethyl ether). Reaction conditions: time 1 hour. Yields the product ClC1=CC=C(C=C1)CCCCN (4-(p-chlorophenyl)butylamine). Isolated yield 95.0%. As a reaction SMILES: [H-].[Al+3].[Li+].[H-].[H-].[H-].[Cl:7][C:8]1[CH:13]=[CH:12][C:11]([CH2:14][CH2:15][CH2:16][C:17]([NH2:19])=O)=[CH:10][CH:9]=1.O.[OH-].[Na+]>C(OCC)C.C1COCC1>[Cl:7][C:8]1[CH:9]=[CH:10][C:11]([CH2:14][CH2:15][CH2:16][CH2:17][NH2:19])=[CH:12][CH:13]=1 |f:0.1.2.3.4.5,8.9|. Reported procedure: (Ali, F. E.; Dandridge, P. A.; Gleason, J. G.; Krell, R. D.; Kruse, C. H.; Lavanchy, P. G; Snader, K. M. J. Med Chem., 1982, 25, 947). To a stirred suspension of lithium aluminum hydride (2.40 g, 63.2 mmol) in 65 mL diethyl ether was added slowly a solution of (3.12 g 15.8 mmol) of 36a in 28 mL THF, and stirred at rt for 1 h. To the reaction mixture was slowly added 4 mL water, 4 mL 5 N NaOH(aq), and 12 mL water. The organics were removed from the emulsion which was dissolved in water and extrac...